Dataset: the Open Reaction Database (ORD), a public repository of structured organic reaction records. Task: describe an organic reaction: reactants, conditions, products, and yield Starting materials: C(C=C)ON[C@@H]1C(=C[C@@H](NC1)C(=O)N)C ((2R,5R)-5-(allyloxyamino)-4-methyl-1,2,5,6-tetrahydropyridine-2-carboxamide), C(C=C)ON(S(=O)(=O)C1=C(C=CC=C1)[N+](=O)[O-])[C@@H]1C(=C[C@H](NC1)C(=O)N)C(C)C ((2S,5R)-5-(N-(allyloxy)-2-nitrophenylsulfonamido)-4-isopropyl-1,2,5,6-tetrahydropyridine-2-carboxamide), C(C=C)ON(S(=O)(=O)C1=C(C=CC=C1)[N+](=O)[O-])[C@@H]1C(=C[C@H](NC1)C(=O)N)C(C)C ((2S,5R)-5-(N-(allyloxy)-2-nitrophenylsulfonamido)-4-isopropyl-1,2,5,6-tetrahydropyridine-2-carboxamide). Product: C(C=C)ON[C@@H]1C(=C[C@H](NC1)C(=O)N)C(C)C ((2S,5R)-5-(allyloxyamino)-4-isopropyl-1,2,5,6-tetrahydropyridine-2-carboxamide), solid. Isolated yield 71.0%. RXN SMILES: [CH2:1]([O:4][N:5]([C@H:18]1[CH2:23][NH:22][C@H:21]([C:24]([NH2:26])=[O:25])[CH:20]=[C:19]1[CH:27]([CH3:29])[CH3:28])S(C1C=CC=CC=1[N+]([O-])=O)(=O)=O)[CH:2]=[CH2:3].C(ON[C@H]1CN[C@@H](C(N)=O)C=C1C)C=C>>[CH2:1]([O:4][NH:5][C@H:18]1[CH2:23][NH:22][C@H:21]([C:24]([NH2:26])=[O:25])[CH:20]=[C:19]1[CH:27]([CH3:29])[CH3:28])[CH:2]=[CH2:3]. Procedure: The title compound was prepared from (2S,5R)-5-(N-(allyloxy)-2-nitrophenylsulfonamido)-4-isopropyl-1,2,5,6-tetrahydropyridine-2-carboxamide (Intermediate 41, 0.247 g, 0.58 mmol) following the procedure described for Intermediate 22. The desired product was obtained as a light yellow solid (98 mg, 71%) The reactants are C(=O)(O)C=1C=C(C=CC1)B(O)O (m-carboxyphenylboronic acid), [N+](=O)(O)[O-] (nitric acid). Solvent: S(O)(O)(=O)=O (sulfuric acid). Run at time 45 minute. Yields the product [N+](=O)([O-])C=1C=C(C=C(C1)C(=O)O)B(O)O (3-Nitro-5-carboxyphenylboronic Acid). RXN SMILES: [C:1]([C:4]1[CH:5]=[C:6]([B:10]([OH:12])[OH:11])[CH:7]=[CH:8][CH:9]=1)([OH:3])=[O:2].[N+:13]([O-])([OH:15])=[O:14]>S(=O)(=O)(O)O>[N+:13]([C:8]1[CH:7]=[C:6]([B:10]([OH:12])[OH:11])[CH:5]=[C:4]([C:1]([OH:3])=[O:2])[CH:9]=1)([O-:15])=[O:14]. Reported procedure: To a stirred slurry of m-carboxyphenylboronic acid (5 g, 0.03 mol) in concentrated sulfuric acid (15 ml) was added fuming nitric acid (15 ml, d=1.54). The reaction mixture was stirred at room temperature for 45 minutes and poured on ice (150 g). The nitro acid formed was filtered, washed with water and dried. M.P. 235°-37° C. Reactants: CC[Si](Cl)(CC)CC, CN(C)C=O, C=CCC(C)C(OC(=O)OCC(Cl)(Cl)Cl)C(C)C(=O)C(C)(C)C(O)C(C)C(=O)N1C(=O)OCC1Cc1ccccc1, O, c1c[nH]cn1. The product is C=CCC(C)C(OC(=O)OCC(Cl)(Cl)Cl)C(C)C(=O)C(C)(C)C(O[Si](CC)(CC)CC)C(C)C(=O)N1C(=O)OCC1Cc1ccccc1. Reaction SMILES: [CH2:47]([CH3:48])[Si:49]([CH2:50][CH3:51])([CH2:52][CH3:53])[Cl:54].[CH3:56][N:57]([CH3:58])[CH:59]=[O:60].[O:1]=[C:2]([C:3]([CH:4]([CH:5]([C:6](=[O:7])[N:8]1[C:9](=[O:20])[O:10][CH2:11][CH:12]1[CH2:13][c:14]1[cH:15][cH:16][cH:17][cH:18][cH:19]1)[CH3:21])[OH:22])([CH3:23])[CH3:24])[CH:25]([CH:26]([CH:27]([CH2:28][CH:29]=[CH2:30])[CH3:31])[O:32][C:33](=[O:34])[O:35][CH2:36][C:37]([Cl:38])([Cl:39])[Cl:40])[CH3:41].[OH2:55].[nH:42]1[cH:43][cH:44][n:45][cH:46]1>>[O:1]=[C:2]([C:3]([CH:4]([CH:5]([C:6](=[O:7])[N:8]1[C:9](=[O:20])[O:10][CH2:11][CH:12]1[CH2:13][c:14]1[cH:15][cH:16][cH:17][cH:18][cH:19]1)[CH3:21])[O:22][Si:49]([CH2:47][CH3:48])([CH2:50][CH3:51])[CH2:52][CH3:53])([CH3:23])[CH3:24])[CH:25]([CH:26]([CH:27]([CH2:28][CH:29]=[CH2:30])[CH3:31])[O:32][C:33](=[O:34])[O:35][CH2:36][C:37]([Cl:38])([Cl:39])[Cl:40])[CH3:41]. The reactants are C(C)OCC (diethyl ether), NC=1C=C2CCC(C2=CC1Br)=O (5-amino-6-bromo-1-indanone), N(=O)[O-].[Na+] (NaNO2), N(=O)[O-].[Na+] (sodium nitrite). The reagents and catalysts are [Cu] (copper). The solvent is F[B-](F)(F)F.[H+] (fluoroboric acid), O (water). Run at time 30 minute. Yields the product [N+](=O)([O-])C=1C=C2CCC(C2=CC1Br)=O (5-Nitro-6-bromo-1-indanone). Yield: 52.6%. RXN SMILES: N[C:2]1[CH:3]=[C:4]2[C:8](=[CH:9][C:10]=1[Br:11])[C:7](=[O:12])[CH2:6][CH2:5]2.[N:13]([O-:15])=[O:14].[Na+].C(OCC)C>F[B-](F)(F)F.[H+].O.[Cu]>[N+:13]([C:2]1[CH:3]=[C:4]2[C:8](=[CH:9][C:10]=1[Br:11])[C:7](=[O:12])[CH2:6][CH2:5]2)([O-:15])=[O:14] |f:1.2,4.5|. Reported procedure: To a suspension of 5-amino-6-bromo-1-indanone (30.0 g, 0.13 mol) in 20% aqueous fluoroboric acid (120 mL) at 0° C. was added dropwise 4M aqueous NaNO2 (50 mL, 0.20 mol) over a period of 30 min. The mixture was stirred for 30 min after completion of addition. The resulting foamy suspension was added portionwise to a vigorously stirred mixture of copper powder (40 g, 0.62 mol) and sodium nitrite (120 g, 1.74 mol) in water (240 mL) at room temperature over a period of 15 min. During the addition, e... Reactants: C(C)(C)(C)[Si](O[C@@H]1CC[C@H](CC1)N1C(N(CC=2C1=NC(=NC2)Cl)C2=C(C=C(C=C2)OC)F)=O)(C)C (1-[trans-4-(tert-butyl-dimethyl-silanyloxy)-cyclohexyl]-7-chloro-3-(2-fluoro-4-methoxy-phenyl)-3,4-dihydro-1H-pyrimido[4,5-d]pyrimidin-2-one), NC=1C=C(C(=CC1)OC)OC (4-amino-veratrole), O.C1(=CC=C(C=C1)S(=O)(=O)O)C (p-toluenesulfonic acid monohydrate). Solvent: CC(C)O (2-propanol). Reaction conditions: temperature 160 celsius. The product is FC1=C(C=CC(=C1)OC)N1C(N(C2=NC(=NC=C2C1)NC1=CC(=C(C=C1)OC)OC)[C@@H]1CC[C@H](CC1)O)=O (3-(2-fluoro-4-methoxy-phenyl)-1-(trans-4-hydroxy-cyclohexyl)-7-(3,4-dimethoxy-phenylamino)-3,4-dihydro-1H-pyrimido[4,5-d]pyrimidin-2-one). RXN SMILES: C([Si](C)(C)[O:6][C@H:7]1[CH2:12][CH2:11][C@H:10]([N:13]2[C:18]3=[N:19][C:20](Cl)=[N:21][CH:22]=[C:17]3[CH2:16][N:15]([C:24]3[CH:29]=[CH:28][C:27]([O:30][CH3:31])=[CH:26][C:25]=3[F:32])[C:14]2=[O:33])[CH2:9][CH2:8]1)(C)(C)C.[NH2:36][C:37]1[CH:38]=[C:39]([O:45][CH3:46])[C:40]([O:43][CH3:44])=[CH:41][CH:42]=1.O.C1(C)C=CC(S(O)(=O)=O)=CC=1>CC(O)C>[F:32][C:25]1[CH:26]=[C:27]([O:30][CH3:31])[CH:28]=[CH:29][C:24]=1[N:15]1[CH2:16][C:17]2[C:18](=[N:19][C:20]([NH:36][C:37]3[CH:42]=[CH:41][C:40]([O:43][CH3:44])=[C:39]([O:45][CH3:46])[CH:38]=3)=[N:21][CH:22]=2)[N:13]([C@H:10]2[CH2:11][CH2:12][C@H:7]([OH:6])[CH2:8][CH2:9]2)[C:14]1=[O:33] |f:2.3|. Procedure details: A mixture of 1-[trans-4-(tert-butyl-dimethyl-silanyloxy)-cyclohexyl]-7-chloro-3-(2-fluoro-4-methoxy-phenyl)-3,4-dihydro-1H-pyrimido[4,5-d]pyrimidin-2-one (0.20 g, 0.38 mmol) (from Example 17c supra), 4-amino-veratrole (76.6 mg, 0.50 mmol) (Aldrich) and p-toluenesulfonic acid monohydrate (95.1 mg, 0.50 mmol) (Aldrich) in 2-propanol (4 mL) was placed in a microwave reactor (SmithSynthesizer™). The reaction mixture was heated at 160° C. for 15 minutes. After cooling, it was concentrated under reduc...